From a dataset of the Open Reaction Database (ORD), a public repository of structured organic reaction records. describe an organic reaction: reactants, conditions, products, and yield Product: NN=C1c2ccccc2-c2ccc(F)cc21. Reactants: CCO, O=C1c2ccccc2-c2ccc(F)cc21, NN, O. RXN SMILES: [CH3:19][CH2:20][OH:21].[F:1][c:2]1[cH:3][c:4]2[c:12]([cH:13][cH:14]1)-[c:11]1[c:6]([cH:7][cH:8][cH:9][cH:10]1)[C:5]2=[O:15].[NH2:17][NH2:18].[OH2:16]>>[F:1][c:2]1[cH:3][c:4]2[c:12]([cH:13][cH:14]1)-[c:11]1[c:6]([cH:7][cH:8][cH:9][cH:10]1)[C:5]2=[N:17][NH2:18]. The reactants are O=C([O-])[O-], C1CCOC1, COC(=O)CCCBr, [I-], [K+], [K+], [K+], OCc1cc(O)cc(CO)c1. The product is COC(=O)CCCOc1cc(CO)cc(CO)c1. Reaction SMILES: [C:14](=[O:15])([O-:16])[O-:17].[CH2:28]1[O:29][CH2:30][CH2:31][CH2:32]1.[CH3:20][O:21][C:22]([CH2:23][CH2:24][CH2:25][Br:26])=[O:27].[I-:13].[K+:12].[K+:18].[K+:19].[OH:1][CH2:2][c:3]1[cH:4][c:5]([OH:11])[cH:6][c:7]([CH2:9][OH:10])[cH:8]1>>[OH:1][CH2:2][c:3]1[cH:4][c:5]([O:11][CH2:25][CH2:24][CH2:23][C:22]([O:21][CH3:20])=[O:27])[cH:6][c:7]([CH2:9][OH:10])[cH:8]1. Starting materials: Cl.ClC1=C(C(=O)O)C=CC(=C1)N1CCNCC1 (chloro-4-(piperazin-1-yl)benzoic acid hydrochloride), ClC1=NC=C(C=N1)C=1C=C(CN(C(CNC(OC(C)(C)C)=O)=O)C)C=CC1 (tert-butyl (2-{[3-(2-chloropyrimidin-5-yl)benzyl](methyl)amino}-2-oxoethyl)carbamate), CCN(C(C)C)C(C)C (DIPEA). The solvent is CN(C)C=O (DMF). Reaction conditions: temperature 130 celsius, time 8 hour. Yields the product Cl.Cl.ClC=1C=C(C(=O)O)C=CC1N1CCN(CC1)C1=NC=C(C=N1)C1=CC(=CC=C1)CN(C)C(CN)=O (3-chloro-4-{4-[5-(3-{[glycyl(methyl)amino)methyl}phenyl)pyrimidin-2-yl]piperazin-1-yl}benzoic acid dihydrochloride). Yield: 26.1%. As a reaction SMILES: [ClH:1].[Cl:2][C:3]1[CH:11]=[C:10]([N:12]2[CH2:17][CH2:16][NH:15][CH2:14][CH2:13]2)[CH:9]=[CH:8][C:4]=1[C:5]([OH:7])=[O:6].[Cl:18][C:19]1[N:24]=[CH:23][C:22]([C:25]2[CH:26]=[C:27]([CH:42]=[CH:43][CH:44]=2)[CH2:28][N:29]([CH3:41])[C:30](=[O:40])[CH2:31][NH:32]C(=O)OC(C)(C)C)=[CH:21][N:20]=1.CCN(C(C)C)C(C)C>CN(C=O)C>[ClH:2].[ClH:18].[Cl:1][C:11]1[CH:3]=[C:4]([CH:8]=[CH:9][C:10]=1[N:12]1[CH2:17][CH2:16][N:15]([C:19]2[N:20]=[CH:21][C:22]([C:25]3[CH:44]=[CH:43][CH:42]=[C:27]([CH2:28][N:29]([C:30](=[O:40])[CH2:31][NH2:32])[CH3:41])[CH:26]=3)=[CH:23][N:24]=2)[CH2:14][CH2:13]1)[C:5]([OH:7])=[O:6] |f:0.1,5.6.7|. Procedure details: 3 chloro-4-(piperazin-1-yl)benzoic acid hydrochloride (142 mg) was suspended in DMF (3 ml), and tert-butyl (2-{[3-(2-chloropyrimidin-5-yl)benzyl](methyl)amino}-2-oxoethyl)carbamate (190 mg) and DIPEA (371 mg) were added thereto, followed by stirring at 130° C. overnight. The reaction mixture was concentrated under reduced pressure, and then a saturated aqueous sodium hydrogen carbonate solution was added thereto, followed by extraction with CHCl3. The organic layer was dried over Na2SO4 and the ... The reactants are FC(C=1SC=C(N1)C1CNCCO1)(F)F (2-(2-trifluoromethyl-thiazol-4-yl)morpholine), C(=O)(OC)COC1=CC=C(C=C1)CC(C)=O (1-(4-carbomethoxymethoxyphenyl)propan-2-one). Product: C(=O)(OC)COC1=CC=C(C=C1)CC(C)N1CC(OCC1)C=1N=C(SC1)C(F)(F)F (N-[2-(4-Carbomethoxymethoxyphenyl)-1-methylethyl]-2-(2-trifluoromethyl-thiazol-4-yl)morpholine). Reaction SMILES: [F:1][C:2]([F:15])([F:14])[C:3]1[S:4][CH:5]=[C:6]([CH:8]2[O:13][CH2:12][CH2:11][NH:10][CH2:9]2)[N:7]=1.[C:16]([CH2:20][O:21][C:22]1[CH:27]=[CH:26][C:25]([CH2:28][C:29](=O)[CH3:30])=[CH:24][CH:23]=1)([O:18][CH3:19])=[O:17]>>[C:16]([CH2:20][O:21][C:22]1[CH:23]=[CH:24][C:25]([CH2:28][CH:29]([N:10]2[CH2:11][CH2:12][O:13][CH:8]([C:6]3[N:7]=[C:3]([C:2]([F:14])([F:1])[F:15])[S:4][CH:5]=3)[CH2:9]2)[CH3:30])=[CH:26][CH:27]=1)([O:18][CH3:19])=[O:17]. Procedure details: Prepared analogously to Example 13 by reaction of 2-(2-trifluoromethyl-thiazol-4-yl)morpholine with 1-(4-carbomethoxymethoxyphenyl)propan-2-one followed by purification of the base on a silica gel column using toluene/ethyl acetate=8:2 as eluant. Reactants: C=CCOC1OC(COC(=O)CCCCCCCCCCCCCCC)C(O)C(OCc2ccccc2)C1NC(=O)CCCCCCCCCCCCCCC, CCO, CC(C)=O, ClC(Cl)Cl, C1CN2CCN1CC2, O, c1ccccc1. The product is CC=COC1OC(COC(=O)CCCCCCCCCCCCCCC)C(O)C(OCc2ccccc2)C1NC(=O)CCCCCCCCCCCCCCC. Reaction SMILES: [CH2:1]([c:2]1[cH:3][cH:4][cH:5][cH:6][cH:7]1)[O:8][CH:9]1[CH:10]([NH:39][C:40]([CH2:41][CH2:42][CH2:43][CH2:44][CH2:45][CH2:46][CH2:47][CH2:48][CH2:49][CH2:50][CH2:51][CH2:52][CH2:53][CH2:54][CH3:55])=[O:56])[CH:11]([O:12][CH2:13][CH:14]=[CH2:15])[O:16][CH:17]([CH2:20][O:21][C:22]([CH2:23][CH2:24][CH2:25][CH2:26][CH2:27][CH2:28][CH2:29][CH2:30][CH2:31][CH2:32][CH2:33][CH2:34][CH2:35][CH2:36][CH3:37])=[O:38])[CH:18]1[OH:19].[CH3:57][CH2:58][OH:59].[CH3:78][C:79](=[O:80])[CH3:81].[Cl:74][CH:75]([Cl:76])[Cl:77].[N:66]12[CH2:67][CH2:68][N:69]([CH2:70][CH2:71]1)[CH2:72][CH2:73]2.[OH2:82].[cH:60]1[cH:61][cH:62][cH:63][cH:64][cH:65]1>>[CH2:1]([c:2]1[cH:3][cH:4][cH:5][cH:6][cH:7]1)[O:8][CH:9]1[CH:10]([NH:39][C:40]([CH2:41][CH2:42][CH2:43][CH2:44][CH2:45][CH2:46][CH2:47][CH2:48][CH2:49][CH2:50][CH2:51][CH2:52][CH2:53][CH2:54][CH3:55])=[O:56])[CH:11]([O:12][CH:13]=[CH:14][CH3:15])[O:16][CH:17]([CH2:20][O:21][C:22]([CH2:23][CH2:24][CH2:25][CH2:26][CH2:27][CH2:28][CH2:29][CH2:30][CH2:31][CH2:32][CH2:33][CH2:34][CH2:35][CH2:36][CH3:37])=[O:38])[CH:18]1[OH:19]. The reactants are [H-].[Na+] (sodium hydride), C(C)(=O)OC (methyl acetate), C(C)(=O)OC (methyl acetate), ONC(C1=CC=C(C=C1)O[C@@H]1CC[C@H](CC1)C(=O)N1CCN(CC1)C(C)C)=N (trans-N-Hydroxy-4-[4-(4-isopropyl-piperazine-1-carbonyl)-cyclohexyloxy]-benzamidine), 4A, [H-].[Na+] (sodium hydride). Run in C1CCOC1 (THF). Reaction conditions: temperature 60 celsius, time 45 minute. Yields the product C(C)(C)N1CCN(CC1)C(=O)[C@@H]1CC[C@H](CC1)OC1=CC=C(C=C1)C1=NOC(=N1)C (trans-(4-Isopropyl-piperazin-1-yl)-{4-[4-(5-methyl-[1,2,4]oxadiazol-3-yl)-phenoxy]-cyclohexyl}-methanone). As a reaction SMILES: [OH:1][NH:2][C:3](=[NH:28])[C:4]1[CH:9]=[CH:8][C:7]([O:10][C@H:11]2[CH2:16][CH2:15][C@H:14]([C:17]([N:19]3[CH2:24][CH2:23][N:22]([CH:25]([CH3:27])[CH3:26])[CH2:21][CH2:20]3)=[O:18])[CH2:13][CH2:12]2)=[CH:6][CH:5]=1.[H-].[Na+].[C:31](OC)(=O)[CH3:32]>C1COCC1>[CH:25]([N:22]1[CH2:21][CH2:20][N:19]([C:17]([C@H:14]2[CH2:15][CH2:16][C@H:11]([O:10][C:7]3[CH:8]=[CH:9][C:4]([C:3]4[N:28]=[C:31]([CH3:32])[O:1][N:2]=4)=[CH:5][CH:6]=3)[CH2:12][CH2:13]2)=[O:18])[CH2:24][CH2:23]1)([CH3:26])[CH3:27] |f:1.2|. Reported procedure: To a mixture of 0.1 g (0.26 mmol) of trans-N-Hydroxy-4-[4-(4-isopropyl-piperazine-1-carbonyl)-cyclohexyloxy]-benzamidine and 0.24 g of molecular sieves 4A in 3 ml THF, 17 mg (0.39 mmol, 55% purity) of sodium hydride was added and the mixture was stirred at 60° C. for 45 min. After cooling down, 0.1 ml (1.45 mmol) of methyl acetate was dropwised to the mixture and the mixture was refluxed for 5 hr. After that, 56 mg (1.28 mmol, 55% purity) of sodium hydride and 1 ml (14.5 mmol) of methyl acetate ... Reactants: OC1=C(C=CC=C1)C(C(=O)O)C (2-(2-Hydroxyphenyl)propionic acid), C(C1=CC=CC=C1)Br (benzyl bromide). The product is C(C1=CC=CC=C1)OC1=C(C=CC=C1)C(C(=O)OCC1=CC=CC=C1)C (benzyl 2-(2-benzyloxyphenyl)propionate). Reaction SMILES: [OH:1][C:2]1[CH:7]=[CH:6][CH:5]=[CH:4][C:3]=1[CH:8]([CH3:12])[C:9]([OH:11])=[O:10].[CH2:13](Br)[C:14]1[CH:19]=[CH:18][CH:17]=[CH:16][CH:15]=1>>[CH2:13]([O:1][C:2]1[CH:7]=[CH:6][CH:5]=[CH:4][C:3]=1[CH:8]([CH3:12])[C:9]([O:11][CH2:8][C:3]1[CH:4]=[CH:5][CH:6]=[CH:7][CH:2]=1)=[O:10])[C:14]1[CH:19]=[CH:18][CH:17]=[CH:16][CH:15]=1. Procedure details: 2-(2-Hydroxyphenyl)propionic acid was benzylated with two equivalents of benzyl bromide using the process described in Example 85, footnote a to give benzyl 2-(2-benzyloxyphenyl)propionate.